From a dataset of the Open Reaction Database (ORD), a public repository of structured organic reaction records. describe an organic reaction: reactants, conditions, products, and yield Starting materials: [N+](=O)([O-])CCC(=O)C1=CC=CC=C1 (3-nitropropiophenone), CO (methanol), ketone, NNC(=S)N (thiosemicarbazide), solution. The solvent is CC(=O)O (HOAc). Product: [N+](=O)([O-])CCC(C1=CC=CC=C1)=NNC(=S)N (3-Nitropropiophenone thiosemicarbazone). The yield is 60.4%. RXN SMILES: [N+:1]([CH2:4][CH2:5][C:6]([C:8]1[CH:13]=[CH:12][CH:11]=[CH:10][CH:9]=1)=O)([O-:3])=[O:2].CO.[NH2:16][NH:17][C:18]([NH2:20])=[S:19]>CC(O)=O>[N+:1]([CH2:4][CH2:5][C:6](=[N:16][NH:17][C:18]([NH2:20])=[S:19])[C:8]1[CH:13]=[CH:12][CH:11]=[CH:10][CH:9]=1)([O-:3])=[O:2]. Reported procedure: Into a round bottom flask containing 3-nitropropiophenone (1.02 g, 5.53 mmol), 30 mL of anhydrous methanol were added and the solution was refluxed for about 15 minutes. To the warm ketone solution, thiosemicarbazide (0.485 g, 5.33 mmol) and 1% solution of HOAc (0.4 mL) were added. The reaction mixture was refluxed under nitrogen atmosphere for 30 h, at which point, the solvent was evaporated and, the crude reaction mixture was purified by flash chromatography (50% EtOAc/50% hex) to obtain 0.811...